Dataset: the Open Reaction Database (ORD), a public repository of structured organic reaction records. Task: describe an organic reaction: reactants, conditions, products, and yield Starting materials: COC(=O)c1ccc(-c2nn(Cc3ccccc3)c3cc[se]c23)o1, Cl, [Na+], [OH-]. The product is O=C(O)c1ccc(-c2nn(Cc3ccccc3)c3cc[se]c23)o1. Reaction SMILES: [CH2:1]([c:2]1[cH:3][cH:4][cH:5][cH:6][cH:7]1)[n:8]1[n:9][c:10](-[c:16]2[o:17][c:18]([C:21](=[O:22])[O:23][CH3:24])[cH:19][cH:20]2)[c:11]2[c:12]1[cH:13][cH:14][se:15]2.[ClH:25].[Na+:27].[OH-:26]>>[CH2:1]([c:2]1[cH:3][cH:4][cH:5][cH:6][cH:7]1)[n:8]1[n:9][c:10](-[c:16]2[o:17][c:18]([C:21](=[O:22])[OH:23])[cH:19][cH:20]2)[c:11]2[c:12]1[cH:13][cH:14][se:15]2. Reactants: [BH4-], COc1cc(C(=O)CS(C)(=O)=O)cc(OC)c1-n1cccc1, CCO, [Na+], [Na+], [OH-], O. The product is COc1cc(C(O)CS(C)(=O)=O)cc(OC)c1-n1cccc1. RXN SMILES: [BH4-:26].[CH3:1][O:2][c:3]1[cH:4][c:5]([C:16]([CH2:17][S:18](=[O:19])(=[O:20])[CH3:21])=[O:22])[cH:6][c:7]([O:14][CH3:15])[c:8]1-[n:9]1[cH:10][cH:11][cH:12][cH:13]1.[CH3:23][CH2:24][OH:25].[Na+:27].[Na+:29].[OH-:28].[OH2:30]>>[CH3:1][O:2][c:3]1[cH:4][c:5]([CH:16]([CH2:17][S:18](=[O:19])(=[O:20])[CH3:21])[OH:22])[cH:6][c:7]([O:14][CH3:15])[c:8]1-[n:9]1[cH:10][cH:11][cH:12][cH:13]1.